This data is from the Open Reaction Database (ORD), a public repository of structured organic reaction records. The task is: describe an organic reaction: reactants, conditions, products, and yield Reactants: CCc1cccc(OC)c1N, O=CCCl, [Na+], [Na+], O=C([O-])[O-]. Product: CCc1cccc(OC)c1NCC=O. RXN SMILES: [CH2:1]([CH3:2])[c:3]1[c:4]([NH2:5])[c:6]([O:10][CH3:11])[cH:7][cH:8][cH:9]1.[Cl:12][CH2:13][CH:14]=[O:15].[Na+:16].[Na+:17].[O-:18][C:19](=[O:20])[O-:21]>>[CH2:1]([CH3:2])[c:3]1[c:4]([NH:5][CH2:13][CH:14]=[O:15])[c:6]([O:10][CH3:11])[cH:7][cH:8][cH:9]1.